Dataset: the Open Reaction Database (ORD), a public repository of structured organic reaction records. Task: describe an organic reaction: reactants, conditions, products, and yield Starting materials: [BH4-].[Na+] (Sodium borohydride), C1(CCCCC1)C=1C=2C=CC(=CC2N2C1C1=C(CC(C2)=O)C=CC=C1)C(=O)OC (methyl 13-cyclohexyl-6,7-dihydro-6-oxo -5H-indolo[2,1-a][2]benzazepine-10-carboxylate). Run in CO (methanol), O1CCCC1 (tetrahydrofuran). Reaction conditions: time 30 minute. Product: C1(CCCCC1)C=1C=2C=CC(=CC2N2C1C1=C(CC(C2)O)C=CC=C1)C(=O)OC (Methyl (±)-13-cyclohexyl-6,7-dihydro-6-hydroxy-5H-indolo[2,1-a][2]benzazepine-10-carboxylate). The yield is 95.4%. As a reaction SMILES: [BH4-].[Na+].[CH:3]1([C:9]2[C:10]3[CH:11]=[CH:12][C:13]([C:28]([O:30][CH3:31])=[O:29])=[CH:14][C:15]=3[N:16]3[CH2:22][C:21](=[O:23])[CH2:20][C:19]4[CH:24]=[CH:25][CH:26]=[CH:27][C:18]=4[C:17]=23)[CH2:8][CH2:7][CH2:6][CH2:5][CH2:4]1>CO.O1CCCC1>[CH:3]1([C:9]2[C:10]3[CH:11]=[CH:12][C:13]([C:28]([O:30][CH3:31])=[O:29])=[CH:14][C:15]=3[N:16]3[CH2:22][CH:21]([OH:23])[CH2:20][C:19]4[CH:24]=[CH:25][CH:26]=[CH:27][C:18]=4[C:17]=23)[CH2:4][CH2:5][CH2:6][CH2:7][CH2:8]1 |f:0.1|. Reported procedure: Sodium borohydride (50 mg, 1.3 mmol) was added to a solution of methyl 13-cyclohexyl-6,7-dihydro-6-oxo -5H-indolo[2,1-a][2]benzazepine-10-carboxylate (29 mg, 0.074 mmol) in methanol (4 mL) and tetrahydrofuran (2 mL) at rt. The evolution of H2 was instantaneous and stirring was continued for 30 min at rt. The mixture was concentrated on a rotary evaporator and and the residue purified on the Shimadzu preparative liquid chromatograph. The product containing fraction was concentrated on a Speed Vac... The reactants are OC1[C@@H]([C@@H](O)[C@H](O)[C@H](O1)CO)NC(=O)C (GlcNAc). The solvent is O (water). Product: C(C)(=O)N[C@H]1C(O)O[C@@H]([C@H]([C@@H]1O)O)CO (N-acetyl-D-glucosamine), N-[1,2-13C2]acetyl-D-glucosamine, OC1[C@H](N)[C@@H](O)[C@H](O)[C@H](O1)CO (glucosamine). As a reaction SMILES: [OH:1][CH:2]1[O:9][C@H:8]([CH2:10][OH:11])[C@@H:6]([OH:7])[C@H:4]([OH:5])[C@H:3]1[NH:12][C:13]([CH3:15])=[O:14]>O>[C:13]([NH:12][C@@H:3]1[C@@H:4]([OH:5])[C@H:6]([OH:7])[C@@H:8]([CH2:10][OH:11])[O:9][CH:2]1[OH:1])(=[O:14])[CH3:15].[OH:1][CH:2]1[O:9][C@H:8]([CH2:10][OH:11])[C@@H:6]([OH:7])[C@H:4]([OH:5])[C@H:3]1[NH2:12]. Procedure details: Stock solutions of 10 mM N-acetyl-D-glucosamine, N-[1,2-13C2]acetyl-D-glucosamine, and N-[1,2-13C2]-acetyl-D [1-13C; 15N]glucosamine in water were prepared. The solutions were combined to produce a mixture of the GlcNAc isotopologs at a 1:2:1 molar ratio, respectively. The mixture was analyzed by direct infusion on a Thermo-Finnigan LTQ-XL mass spectrometer set to zoom scan, with the signal averaged over 20 scans. The isotopic ratios were then adjusted by the iterative addition of the desired is...